Task: describe an organic reaction: reactants, conditions, products, and yield. Dataset: the Open Reaction Database (ORD), a public repository of structured organic reaction records Reactants: CC1([C@@H](N2[C@H](S1)[C@@H](C2=O)NC(=O)CC=3C=CC=CC3)C(=O)[O-])C.[K+] (penicillin), RNA, C6, C[C@H]1[C@@]([C@H]([C@@H](O1)O[C@@H]2[C@H]([C@@H]([C@H]([C@@H]([C@H]2O)O)NC(=N)N)O)NC(=N)N)O[C@H]3[C@H]([C@@H]([C@H]([C@@H](O3)CO)O)O)NC)(C=O)O (streptomycin), C(=O)=O (CO2). Run at time 1 hour. Yields the product C1[C@@H]([C@H]([C@@H]([C@H](N1)CO)O)O)O (Deoxynojirimycin). Reaction SMILES: CC1(C)S[C@@H]2[C@H](NC(CC3C=CC=CC=3)=O)C(=O)N2[C@H]1C([O-])=O.[K+].C[C@@H]1O[C@@H](O[C@H]2[C@H](O)[C@@H](O)[C@H](NC(N)=N)[C@@H](O)[C@@H]2NC(N)=N)[C@H]([O:49][C@@H:50]2[O:55][C@@H:54](CO)[C@H:53]([OH:58])[C@@H:52]([OH:59])[C@@H:51]2[NH:60][CH3:61])[C@@]1(O)C=O.C(=O)=O>>[CH2:61]1[NH:60][C@H:51]([CH2:50][OH:49])[C@@H:52]([OH:59])[C@H:53]([OH:58])[C@H:54]1[OH:55] |f:0.1|. Reported procedure: Cells and viruses. BVDV-free MDBK cells (CCL 22) were obtained from the American Type Culture Collection and propagated in DMEM/F12 essential medium supplemented with penicillin (500 U/ml), streptomycin (500 U/ml), and 10% heat inactivated horse serum (Invitrogen). Cells were maintained in a humidified incubator at 37° C. with 5% CO2. BVDV (NADL strain). For infections, virus inoculum was added in complete medium and adsorbed for 1 hour at 37° C., the inoculum was then removed, the cells washed ... As a reaction SMILES: [Cl-].[Al+3].[Cl-].[Cl-].[CH:5]1[C:10]2[C:11]([O:13][C:14](=[O:15])[C:9]=2[CH:8]=[C:7]2[C:16]([O:18][C:19](=[O:20])[C:6]=12)=[O:17])=[O:12].[CH2:21]([CH:23]([CH2:31][CH2:32][CH2:33][CH3:34])[CH2:24][C:25]1[CH:30]=[CH:29][CH:28]=[CH:27][CH:26]=1)[CH3:22].C(N(CC)[CH:39]([CH3:41])[CH3:40])(C)C.Cl>ClCCCl>[CH2:21]([CH:23]([CH2:31][CH2:32][CH2:33][CH3:34])[CH2:24][C:25]1[CH:26]=[CH:27][C:28]([C:19]([C:6]2[CH:5]=[C:10]([C:11]([OH:13])=[O:12])[C:9]([C:14](=[O:15])[C:28]3[CH:27]=[CH:26][C:25]([CH2:24][CH:41]([CH2:39][CH3:40])[CH2:31][CH2:23][CH2:21][CH3:22])=[CH:30][CH:29]=3)=[CH:8][C:7]=2[C:16]([OH:18])=[O:17])=[O:20])=[CH:29][CH:30]=1)[CH3:22] |f:0.1.2.3|. Procedure: A mixture of 215.39 grams of aluminum chloride, 83.89 grams of benzene-1,2,4,5-tetracarboxylic acid dianhydride (pyromellitic dianhydride), and 533.85 grams of 1,2-dichloroethane was stirred at 15° C. to 16° C. To this mixture was added a solution of 183 grams of (2-ethylhexyl)benzene and 53.685 grams of N,N-diisopropylethylamine in 198 mL of 1,2-dichloroethane over a period of 3.5 hours keeping the reaction temperature between 15° C. and 20° C. The mixture was stirred overnight at room temperat... Yields the product C(C)C(CC1=CC=C(C(=O)C2=C(C(=O)O)C=C(C(=C2)C(=O)O)C(C2=CC=C(C=C2)CC(CCCC)CC)=O)C=C1)CCCC (2,5-Bis(4-(2-ethylhexyl)benzoyl)terephthalic acid). Reactants: C(C)C(CC1=CC=CC=C1)CCCC ((2-ethylhexyl)benzene), C(C)(C)N(C(C)C)CC (N,N-diisopropylethylamine), ice, Cl (hydrochloric acid), [Cl-].[Al+3].[Cl-].[Cl-] (aluminum chloride), C1=C2C(=CC3=C1C(=O)OC3=O)C(=O)OC2=O (benzene-1,2,4,5-tetracarboxylic acid dianhydride). The solvent is ClCCCl (1,2-dichloroethane), ClCCCl (1,2-dichloroethane).